The task is: describe an organic reaction: reactants, conditions, products, and yield. This data is from the Open Reaction Database (ORD), a public repository of structured organic reaction records. Starting materials: [N+](=O)([O-])C1=C(C(=O)O)C=C(C=C1)Cl (2-nitro-5-chlorobenzoic acid), N1CCOCC1 (morpholine). Run in C(C)(=O)OCC (ethyl acetate). Reaction conditions: temperature 120 celsius, time 6 hour. Yields the product [N+](=O)([O-])C1=C(C(=O)O)C=C(C=C1)N1CCOCC1 (2-Nitro-5-(morpholin-4-yl)benzoic acid). As a reaction SMILES: [N+:1]([C:4]1[CH:12]=[CH:11][C:10](Cl)=[CH:9][C:5]=1[C:6]([OH:8])=[O:7])([O-:3])=[O:2].[NH:14]1[CH2:19][CH2:18][O:17][CH2:16][CH2:15]1>C(OCC)(=O)C>[N+:1]([C:4]1[CH:12]=[CH:11][C:10]([N:14]2[CH2:19][CH2:18][O:17][CH2:16][CH2:15]2)=[CH:9][C:5]=1[C:6]([OH:8])=[O:7])([O-:3])=[O:2]. Procedure: The mixture of 5 g of 2-nitro-5-chlorobenzoic acid and 15 mL of morpholine is stirred at 120° C. for 6 hours. To the reaction mixture 150 mL of ethyl acetate is added. The precipitated yellow crystalline material is filtered off, dissolved in 15 mL of water. The pH of the mixture is adjusted to 6 with acetic acid. The precipitated material is filtered off, washed with water and dried, to obtain 4.2 g of the title compound. Mp.: 172° C. Starting materials: C1CCOC1, CC(C(=O)[O-])N(Cc1cc(F)cc(F)c1)C(=O)OC(C)(C)C, C[Si](C)(C)[O-], CCOC(C)=O, [K+]. Yields the product CC(C)(C)OC(=O)N(CC(=O)O)Cc1cc(F)cc(F)c1. RXN SMILES: [CH2:29]1[O:30][CH2:31][CH2:32][CH2:33]1.[CH3:1][CH:2]([C:3](=[O:4])[O-:5])[N:6]([CH2:7][c:8]1[cH:9][c:10]([F:15])[cH:11][c:12]([F:14])[cH:13]1)[C:16](=[O:17])[O:18][C:19]([CH3:20])([CH3:21])[CH3:22].[CH3:23][Si:24]([CH3:25])([CH3:26])[O-:27].[CH3:34][CH2:35][O:36][C:37]([CH3:38])=[O:39].[K+:28]>>[CH2:2]([C:3](=[O:4])[OH:5])[N:6]([CH2:7][c:8]1[cH:9][c:10]([F:15])[cH:11][c:12]([F:14])[cH:13]1)[C:16](=[O:17])[O:18][C:19]([CH3:20])([CH3:21])[CH3:22]. Reactants: C([O-])(O)=O.[Na+] (sodium bicarbonate), NC1=NC(=CC(=C1[N+](=O)[O-])C)C (2-amino-4,6-dimethyl-3-nitropyridine), CN(C1=CC=CC=C1)C (N,N-dimethylaniline), C(C)(=O)Cl (acetyl chloride). Solvent: CO (methanol), C(C)(=O)OCC (ethy acetate), C(C)(=O)OCC (ethyl acetate). Run at temperature 70 celsius, time 2.5 hour. The product is C(C)(=O)NC1=NC(=CC(=C1[N+](=O)[O-])C)C (2-acetylamino-4,6-dimethyl-3-nitropyridine). RXN SMILES: [NH2:1][C:2]1[C:7]([N+:8]([O-:10])=[O:9])=[C:6]([CH3:11])[CH:5]=[C:4]([CH3:12])[N:3]=1.CN(C)C1C=CC=CC=1.[C:22](Cl)(=[O:24])[CH3:23].C(=O)(O)[O-].[Na+]>C(OCC)(=O)C.CO>[C:22]([NH:1][C:2]1[C:7]([N+:8]([O-:10])=[O:9])=[C:6]([CH3:11])[CH:5]=[C:4]([CH3:12])[N:3]=1)(=[O:24])[CH3:23] |f:3.4|. Procedure: A mixture of 2-amino-4,6-dimethyl-3-nitropyridine (14.91 g) and N,N-dimethylaniline (80 ml) was heated at 70° C. To the solution was added dropwise acetyl chloride at 70° C. and the mixture was stirred at 70° C. for 2.5 hours. To the reaction mixture was added ethyl acetate(500 ml). The organic layer was separated. and washed with water three times and brine. The solution was dried over magnesium sulfate and the solvent was evaporated in vacuo. The residue was dissolved in hot isopropyl ether (2...